From a dataset of the Open Reaction Database (ORD), a public repository of structured organic reaction records. describe an organic reaction: reactants, conditions, products, and yield The reactants are IC1=NC(=CN=C1)I (2,6-Diiodopyrazine), C[O-].[Na+] (sodium methoxide), CO (methanol). The solvent is O (water). Product: IC1=NC(=CN=C1)OC (2-iodo-6-methoxypyrazine). Yield: 100.0%. Reaction SMILES: [I:1][C:2]1[CH:7]=[N:6][CH:5]=[C:4](I)[N:3]=1.[CH3:9][O-:10].[Na+].CO>O>[I:1][C:2]1[CH:7]=[N:6][CH:5]=[C:4]([O:10][CH3:9])[N:3]=1 |f:1.2|. Reported procedure: 2,6-Diiodopyrazine (5.0 g, 15 mmol) was added to a solution of sodium methoxide in methanol (prepared from sodium (0.35 g, 15 mmol) and methanol (40 ml)) and the mixture was heated at reflux temperature for 1 hour. After cooling, the solution was diluted with water (200 ml) and extracted with diethylether (3×100 ml). The combined extracts were washed with water, dried over magnesium sulphate and concentrated under reduced pressure to give the product as a white solid (3.5 g, 100%) m. pt. 35.7-37...